Dataset: the Open Reaction Database (ORD), a public repository of structured organic reaction records. Task: describe an organic reaction: reactants, conditions, products, and yield The reactants are CC1C[C@H]2CN[C@@H]([C@H]2C1)CNC(=O)C1=C(N=C2SC=CN21)C (6-methyl-imidazo[2,1-b]thiazole-5-carboxylic acid-[(1S,2S,5R)-7-methyl-3-aza-bicyclo[3.3.0]oct-2-ylmethyl]-amide), FC1=CC=C(C=C1)C1=C(N=C(S1)C)C(=O)O (5-(4-fluoro-phenyl)-2-methyl-thiazole-4-carboxylic acid). Product: FC1=CC=C(C=C1)C1=C(N=C(S1)C)C(=O)N1[C@@H]([C@H]2CC(C[C@H]2C1)C)CNC(=O)C1=C(N=C2SC=CN21)C (6-Methyl-imidazo[2,1-b]thiazole-5-carboxylic acid-(1S,2S,5R)-{3-[5-(4-fluoro-phenyl)-2-methyl-thiazole-4-carbonyl]-7-methyl-3-aza-bicyclo[3.3.0]oct-2-ylmethyl}-amide). RXN SMILES: [CH3:1][CH:2]1[CH2:9][C@H:8]2[C@H:4]([CH2:5][NH:6][C@@H:7]2[CH2:10][NH:11][C:12]([C:14]2[N:21]3[C:17]([S:18][CH:19]=[CH:20]3)=[N:16][C:15]=2[CH3:22])=[O:13])[CH2:3]1.[F:23][C:24]1[CH:29]=[CH:28][C:27]([C:30]2[S:34][C:33]([CH3:35])=[N:32][C:31]=2[C:36](O)=[O:37])=[CH:26][CH:25]=1>>[F:23][C:24]1[CH:25]=[CH:26][C:27]([C:30]2[S:34][C:33]([CH3:35])=[N:32][C:31]=2[C:36]([N:6]2[CH2:5][C@H:4]3[C@H:8]([CH2:9][CH:2]([CH3:1])[CH2:3]3)[C@H:7]2[CH2:10][NH:11][C:12]([C:14]2[N:21]3[C:17]([S:18][CH:19]=[CH:20]3)=[N:16][C:15]=2[CH3:22])=[O:13])=[O:37])=[CH:28][CH:29]=1. Procedure: prepared by reaction of 6-methyl-imidazo[2,1-b]thiazole-5-carboxylic acid-[(1S,2S,5R)-7-methyl-3-aza-bicyclo[3.3.0]oct-2-ylmethyl]-amide with 5-(4-fluoro-phenyl)-2-methyl-thiazole-4-carboxylic acid. Reactants: C(CCCC)OC1=CC=C(C=C1)C1=CC(=NO1)C1=CC=C(C(=O)OCC)C=C1 (Ethyl 4-[5-(4-n-pentyloxyphenyl)-isoxazol-3-yl]benzoate), [OH-].[Na+] (sodium hydroxide), Cl (HCl), ice water. Run in C(C)O (ethanol), O1CCCC1 (tetrahydrofuran). The product is C(CCCC)OC1=CC=C(C=C1)C1=CC(=NO1)C1=CC=C(C(=O)O)C=C1 (4-[5-(4-n-pentyloxyphenyl)isoxazol-3-yl]benzoic acid). The yield is 98.9%. RXN SMILES: [CH2:1]([O:6][C:7]1[CH:12]=[CH:11][C:10]([C:13]2[O:17][N:16]=[C:15]([C:18]3[CH:28]=[CH:27][C:21]([C:22]([O:24]CC)=[O:23])=[CH:20][CH:19]=3)[CH:14]=2)=[CH:9][CH:8]=1)[CH2:2][CH2:3][CH2:4][CH3:5].[OH-].[Na+].Cl>C(O)C.O1CCCC1>[CH2:1]([O:6][C:7]1[CH:8]=[CH:9][C:10]([C:13]2[O:17][N:16]=[C:15]([C:18]3[CH:19]=[CH:20][C:21]([C:22]([OH:24])=[O:23])=[CH:27][CH:28]=3)[CH:14]=2)=[CH:11][CH:12]=1)[CH2:2][CH2:3][CH2:4][CH3:5] |f:1.2|. Procedure details: To a solution of Ethyl 4-[5-(4-n-pentyloxyphenyl)-isoxazol-3-yl]benzoate (6.33 g) in ethanol (60 ml) and tetrahydrofuran (90 ml) was added 2N sodium hydroxide aqueous solution (12.5 ml) at 80° C. The mixture was refluxed for 1 hour and poured into ice-water. The suspension was adjusted to pH 2.0 with 1N HCl. The precipitate was collected by filtration, washed with water and dried to give 4-[5-(4-n-pentyloxyphenyl)isoxazol-3-yl]benzoic acid (5.80 g). The reactants are C(C)OC(=O)N1CCN(CC1)C([C@H](CCCN/C(=N/S(=O)(=O)C=1C(=C(C2=C(CC(O2)(C)C)C1C)C)C)/N)NC(=O)OC(C)(C)C)=O (4-[(S)-5-({Amino-[(E)-2,2,4,6,7-pentamethyl-2,3-dihydro-benzofuran-5-sulfonylimino]-methyl}-amino)-2-tert-butoxycarbonylamino-pentanoyl]-piperazine-1-carboxylic acid ethyl ester), Cl (HCl), O1CCOCC1 (1,4-dioxane). Solvent: ClCCl (dichloromethane). Reaction conditions: time 2 hour. Product: C(C)OC(=O)N1CCN(CC1)C([C@H](CCCN/C(=N/S(=O)(=O)C=1C(=C(C2=C(CC(O2)(C)C)C1C)C)C)/N)N)=O (4-[(S)-2-Amino-5-({amino-[(E)-2,2,4,6,7-pentamethyl-2,3-dihydro-benzofuran-5 sulfonylimino]-methyl}-amino)-pentanoyl]-piperazine-1-carboxylic acid ethyl ester). Yield: 100.0%. Reaction SMILES: [CH2:1]([O:3][C:4]([N:6]1[CH2:11][CH2:10][N:9]([C:12](=[O:46])[C@@H:13]([NH:38]C(OC(C)(C)C)=O)[CH2:14][CH2:15][CH2:16][NH:17]/[C:18](/[NH2:37])=[N:19]/[S:20]([C:23]2[C:24]([CH3:36])=[C:25]([CH3:35])[C:26]3[O:30][C:29]([CH3:32])([CH3:31])[CH2:28][C:27]=3[C:33]=2[CH3:34])(=[O:22])=[O:21])[CH2:8][CH2:7]1)=[O:5])[CH3:2].Cl.O1CCOCC1>ClCCl>[CH2:1]([O:3][C:4]([N:6]1[CH2:7][CH2:8][N:9]([C:12](=[O:46])[C@@H:13]([NH2:38])[CH2:14][CH2:15][CH2:16][NH:17]/[C:18](/[NH2:37])=[N:19]/[S:20]([C:23]2[C:24]([CH3:36])=[C:25]([CH3:35])[C:26]3[O:30][C:29]([CH3:31])([CH3:32])[CH2:28][C:27]=3[C:33]=2[CH3:34])(=[O:22])=[O:21])[CH2:10][CH2:11]1)=[O:5])[CH3:2]. Procedure details: A solution of compound F (20.2 g, 30.2 mmol) in dichloromethane (90 mL) was treated with 4.0 N HCl in 1,4-dioxane (90 mL, 363.3 mmol) and stirred at room temperature for 2 h. Next most of the dichloromethane was removed in vacuo and Et2O (˜1 L) was added. The resultant precipitate was filtered off and washed with Et2O and dried in vacuo to afford compound G (17.8 g, 30.2 mmol). LC-MS [M+H] 567.8 (C26H42N6O6S+H, calc: 567.8). Reactants: CCO, O=C(Nc1ccc(C(=O)N2CCCCc3cc(Cl)ccc32)cn1)c1ccccc1OCCN1C(=O)c2ccccc2C1=O, Cl, NN, O, O. The product is NCCOc1ccccc1C(=O)Nc1ccc(C(=O)N2CCCCc3cc(Cl)ccc32)cn1. As a reaction SMILES: [CH3:49][CH2:50][OH:51].[Cl:1][c:2]1[cH:3][cH:4][c:5]2[c:6]([cH:43]1)[CH2:7][CH2:8][CH2:9][CH2:10][N:11]2[C:12]([c:13]1[cH:14][n:15][c:16]([NH:19][C:20]([c:21]2[c:22]([O:27][CH2:28][CH2:29][N:30]3[C:31](=[O:32])[c:33]4[cH:34][cH:35][cH:36][cH:37][c:38]4[C:39]3=[O:40])[cH:23][cH:24][cH:25][cH:26]2)=[O:41])[cH:17][cH:18]1)=[O:42].[ClH:48].[NH2:45][NH2:46].[OH2:44].[OH2:47]>>[Cl:1][c:2]1[cH:3][cH:4][c:5]2[c:6]([cH:43]1)[CH2:7][CH2:8][CH2:9][CH2:10][N:11]2[C:12]([c:13]1[cH:14][n:15][c:16]([NH:19][C:20]([c:21]2[c:22]([O:27][CH2:28][CH2:29][NH2:30])[cH:23][cH:24][cH:25][cH:26]2)=[O:41])[cH:17][cH:18]1)=[O:42]. The reactants are C1(=CC=CC=C1)SCCC(C(=O)O)(C(=O)O)CCSC1=CC=CC=C1 (2,2-Bis-(2-phenylsulfanyl-ethyl)-malonic acid). Solvent: C(C)(=O)OCC (ethyl acetate). Yields the product C1(=CC=CC=C1)SCCC(C(=O)O)CCSC1=CC=CC=C1 (4-phenylsulfanyl-2-(2-phenylsulfanyl-ethyl)-butyric acid). Yield: 36.8%. As a reaction SMILES: [C:1]1([S:7][CH2:8][CH2:9][C:10]([CH2:17][CH2:18][S:19][C:20]2[CH:25]=[CH:24][CH:23]=[CH:22][CH:21]=2)(C(O)=O)[C:11]([OH:13])=[O:12])[CH:6]=[CH:5][CH:4]=[CH:3][CH:2]=1>C(OCC)(=O)C>[C:20]1([S:19][CH2:18][CH2:17][CH:10]([CH2:9][CH2:8][S:7][C:1]2[CH:6]=[CH:5][CH:4]=[CH:3][CH:2]=2)[C:11]([OH:13])=[O:12])[CH:21]=[CH:22][CH:23]=[CH:24][CH:25]=1. Procedure: 2,2-Bis-(2-phenylsulfanyl-ethyl)-malonic acid (5.628 g) was heated at 150° C. for 30 minutes. The reaction mixture was cooled to room temperature, dissolved in ethyl acetate and washed with aqueous sodium bicarbonate. The ethyl acetate solution was washed with saturated aqueous sodium chloride and then dried over magnesium sulfate. The solvent was removed by rotary evaporation at reduced pressure and the residue was chromatographed on silica gel eluting with ethyl acetate/hexane to give 4-phenyl... Reactants: C(NN)(=O)OC (methyl carbazate), C(NN)(=O)OCC (ethyl carbazate), C(=O)(Cl)Cl (phosgene). The solvent is C(C)(=O)OCC (ethyl acetate). Product: COC(=O)NNC(=O)Cl (2-methoxycarbonylhydrazinecarbonyl chloride). Yield: 91.8%. As a reaction SMILES: [C:1]([O:5][CH3:6])(=[O:4])[NH:2][NH2:3].C(OCC)(=O)NN.[C:14](Cl)([Cl:16])=[O:15]>C(OCC)(=O)C>[CH3:6][O:5][C:1]([NH:2][NH:3][C:14]([Cl:16])=[O:15])=[O:4]. Procedure details: Example 1 was repeated but substituting methyl carbazate (50 g, 0.55 mole) for the ethyl carbazate and using phosgene (75 ml, 1.13 mole) in dry ethyl acetate as solvent. Solvent was removed under reduced pressure at a bath temperature <60° C. and the product was re-dissolved in ethyl acetate, filtered to remove insoluble material and recovered by evaporation of the solvent in vacuo, giving 2-methoxycarbonylhydrazinecarbonyl chloride (77 g, 92%) mp 55°-58° C. The ir spectrum was similar to that o...